This data is from the Open Reaction Database (ORD), a public repository of structured organic reaction records. The task is: describe an organic reaction: reactants, conditions, products, and yield Starting materials: O.NN (hydrazine hydrate), CN1N=C(C(=C1C(=O)N)[N+](=O)[O-])C (1,3-dimethyl-4-nitropyrazole-5-carboxamide). Reagents/catalysts: [Ni] (Raney nickel). Solvent: C(C)O (ethanol). Run at time 1.5 hour. The product is NC=1C(=NN(C1C(=O)N)C)C (4-Amino-1,3-dimethylpyrazole-5-carboxamide). As a reaction SMILES: O.NN.[CH3:4][N:5]1[C:9]([C:10]([NH2:12])=[O:11])=[C:8]([N+:13]([O-])=O)[C:7]([CH3:16])=[N:6]1>[Ni].C(O)C>[NH2:13][C:8]1[C:7]([CH3:16])=[N:6][N:5]([CH3:4])[C:9]=1[C:10]([NH2:12])=[O:11] |f:0.1|. Procedure details: 1.1 ml of hydrazine hydrate are added dropwise at 60° to 75° C. to a suspension of 2.0 g of 1,3-dimethyl-4-nitropyrazole-5-carboxamide and approximately 0.2 g of moist Raney nickel in 15 ml of ethanol; the solution is kept at the boil for 1.5 hours and is filtered. The filtrate is concentrated to dryness in vacuo, and 1.3 g of the hydrochloride, mp 232° to 234° C. (dec.), are precipitated by means of an ethereal solution of hydrogen chloride. Reactants: COC(=O)CCC\C=C/1\C(C2CCCC2C1)=O (3-[(E)-4-methoxycarbonylbutylidene]bicyclo[3,3,0]octan-2-one), 6a-oxo-6,9-methano-15-hydroxyprosta-5,13-dienoate, ( 15R ), ( 15S ). The reagents and catalysts are [Hg] (mercury). The solvent is CO (methanol). Yields the product COC(=O)CCC\C=C\1/C(C2CCCC2C1)=O (3-[(Z)-4-methoxycarbonylbutylidene]bicyclo[3,3,0]octan-2-one). Isolated yield 25.0%. RXN SMILES: [CH3:1][O:2][C:3]([CH2:5][CH2:6][CH2:7]/[CH:8]=[C:9]1/[C:10](=[O:17])[CH:11]2[CH:15]([CH2:16]/1)[CH2:14][CH2:13][CH2:12]2)=[O:4]>CO.[Hg]>[CH3:1][O:2][C:3]([CH2:5][CH2:6][CH2:7]/[CH:8]=[C:9]1\[C:10](=[O:17])[CH:11]2[CH:15]([CH2:16]\1)[CH2:14][CH2:13][CH2:12]2)=[O:4]. Procedure: A solution of 6-[(E)-(mixture of 3α and 3β)-hydroxyoct-1-enyl]-3-[(E)-4-methoxycarbonylbutylidene]bicyclo[3,3,0]octan-2-one (20 mg), prepared as described in Example 4 and predominantly in the 6β-configuration, otherwise known as (±)-methyl(5E,13E)-(9S),[mixture of (15R) and (15S)]-6a-oxo-6,9-methano-15-hydroxyprosta-5,13-dienoate, in methanol (5 ml) was irradiated for 20 hours with ultra-violet rays of wavelength 254 nm, emitted by a low pressure mercury vapour lamp. The solution was carefully ... Starting materials: C(C)(C)(C)OC(NCCC1=CNC2=CC(=CC=C12)I)=O ([2-(6-Iodo-1H-indol-3-yl)-ethyl]-carbamic acid tert-butyl ester), C(=O)(C(F)(F)F)O (TFA), O1CCC(CC1)=O (Tetrahydro-4H-pyran-4-one). The solvent is ClCCCl (DCE). Run at temperature 40 celsius, time 1 hour. The product is IC1=CC=C2C=3CCNC4(CCOCC4)C3NC2=C1 (7-iodo-2,2′,3,3′,4,5′,6′,9-octahydrospiro[beta-carboline-1,4′-pyran]). RXN SMILES: C(O[C:6](=O)[NH:7][CH2:8][CH2:9][C:10]1[C:18]2[C:13](=[CH:14][C:15]([I:19])=[CH:16][CH:17]=2)[NH:12][CH:11]=1)(C)(C)C.C(O)(C(F)(F)F)=O.[O:28]1[CH2:33][CH2:32]C(=O)[CH2:30][CH2:29]1>ClCCCl>[I:19][C:15]1[CH:14]=[C:13]2[C:18]([C:10]3[CH2:9][CH2:8][NH:7][C:6]4([C:11]=3[NH:12]2)[CH2:32][CH2:33][O:28][CH2:29][CH2:30]4)=[CH:17][CH:16]=1. Procedure: A solution of [2-(6-Iodo-1H-indol-3-yl)-ethyl]-carbamic acid tert-butyl ester (500.0 mg, 1.294 mmol) was stirred into a mixture of DCE (2.0 mL) and TFA (2.0 mL) for 10 min. Tetrahydro-4H-pyran-4-one (360.0 uL, 3.88 mmol) was added. The reaction mixture was stirred at 40° C. for one hour, then at 50° C. for two hours and finally at 60° C. for one hour. The reaction solution was then concentrated down and the product was used in the next step without further purification. MS m/z 369 [M+H]+. Reaction SMILES: Br[CH:2]1[CH2:7][CH2:6][CH2:5][CH2:4][C:3]1=O.[C:9]([CH2:12][O:13][C:14]1[CH:15]=[C:16]([CH:21]=[CH:22][CH:23]=1)[C:17]([O:19][CH3:20])=[O:18])(=[S:11])[NH2:10]>O1CCOCC1>[S:11]1[C:3]2[CH2:4][CH2:5][CH2:6][CH2:7][C:2]=2[N:10]=[C:9]1[CH2:12][O:13][C:14]1[CH:15]=[C:16]([CH:21]=[CH:22][CH:23]=1)[C:17]([O:19][CH3:20])=[O:18]. Solvent: O1CCOCC1 (1,4-dioxane). Yields the product S1C(=NC2=C1CCCC2)COC=2C=C(C(=O)OC)C=CC2 (methyl 3-(4,5,6,7-tetrahydrobenzothiazol-2-ylmethoxy)benzoate). Isolated yield 27.3%. Reported procedure: After a mixture of 2-bromocyclohexanone (865 mg, 4.9 mmol), methyl 3-(thiocarbamoylmethoxy)benzoate (1.00 g, 4.4 mmol) and 1,4-dioxane (10 ml) was stirred at room temperature for 5 hours and then at 80° C. for 12 hours, it was cooled and concentrated under reduced pressure. Saturated sodium bicarbonate aqueous solution was added to the resulting residue and the product formed was extracted with ethyl acetate. The extract was washed with water and brine in that order, dried over anhydrous sodium ... Reactants: BrC1C(CCCC1)=O (2-bromocyclohexanone), C(N)(=S)COC=1C=C(C(=O)OC)C=CC1 (methyl 3-(thiocarbamoylmethoxy)benzoate). Run at time 5 hour. Starting materials: [OH-].[Na+] (NaOH), C1(=CC=CC=C1O)C (cresol), S(O)(O)(=O)=O (sulfuric acid), [OH-].[Na+] (NaOH), S(O)(O)(=O)=O (sulfuric acid), S(O)(O)(=O)=O (sulfuric acid), C1(=CC=CC=C1O)C (cresol), C=CCC (1-butene), CC=CC (2-butene). Conditions: time 8 hour. The product is C(C)(C)(C)C1=C(C(=CC=C1)O)C (t-butylcresol). Reaction SMILES: [C:1]1([CH3:8])[C:6]([OH:7])=[CH:5][CH:4]=[CH:3][CH:2]=1.S(=O)(=O)(O)O.C=[CH:15][CH2:16][CH3:17].[CH3:18]C=CC.[OH-].[Na+]>>[C:16]([C:2]1[CH:3]=[CH:4][CH:5]=[C:6]([OH:7])[C:1]=1[CH3:8])([CH3:15])([CH3:17])[CH3:18] |f:4.5|. Reported procedure: Into a reaction vessel equipped with a stirrer, gas blowing tube, thermometer and condenser is fed cresol into which sulfuric acid has been dissolved (sulfuric acid is dissolved in 1.2% by weight based on 100% by weight of cresol) at 795 g/hr, further, butylation reaction is conducted for 8 hours at 65° C. under normal pressure with blowing in an isobutyrene mixed gas containing 1-butene, 2-butene and the like, and the resulted butylated reaction mixture is neutralized with an aqueous NaOH solut...